Dataset: the Open Reaction Database (ORD), a public repository of structured organic reaction records. Task: describe an organic reaction: reactants, conditions, products, and yield Starting materials: C1CCN(CC1)C(=S)CNCC2=CC3=C(C=C2)OCO3 (16.2c), BrCC1=CC=C(C=C1)CCN1C(C=C(C=C1)OC1=CC=CC=C1)=O (1-[2-(4-bromomethyl-phenyl)-ethyl]-4-phenoxy-1H-pyridin-2-one), OC1CCNCC1 (4-hydroxy-piperidine). Yields the product OC1CCN(CC1)CC1=CC=C(C=C1)CCN1C(C=C(C=C1)OC1=CC=CC=C1)=O (1-{2-[4-(4-Hydroxy-piperidin-1-ylmethyl)-phenyl]-ethyl}-4-phenoxy-1H-pyridin-2-one). As a reaction SMILES: C1CCN(C(CNCC2C=CC3OCOC=3C=2)=S)CC1.Br[CH2:22][C:23]1[CH:28]=[CH:27][C:26]([CH2:29][CH2:30][N:31]2[CH:36]=[CH:35][C:34]([O:37][C:38]3[CH:43]=[CH:42][CH:41]=[CH:40][CH:39]=3)=[CH:33][C:32]2=[O:44])=[CH:25][CH:24]=1.[OH:45][CH:46]1[CH2:51][CH2:50][NH:49][CH2:48][CH2:47]1>>[OH:45][CH:46]1[CH2:51][CH2:50][N:49]([CH2:22][C:23]2[CH:28]=[CH:27][C:26]([CH2:29][CH2:30][N:31]3[CH:36]=[CH:35][C:34]([O:37][C:38]4[CH:43]=[CH:42][CH:41]=[CH:40][CH:39]=4)=[CH:33][C:32]3=[O:44])=[CH:25][CH:24]=2)[CH2:48][CH2:47]1. Procedure: 1-{2-[4-(4-Hydroxy-piperidin-1-ylmethyl)-phenyl]-ethyl}-4-phenoxy-1H-pyridin-2-one is prepared as example 16.2c from 100 mg (0.26 mmol) 1-[2-(4-bromomethyl-phenyl)-ethyl]-4-phenoxy-1H-pyridin-2-one (example 16.2b) and 105 mg (1.04 mmol) 4-hydroxy-piperidine. Reactants: COc1ncc(-c2cc(-c3nnc(CN4CC(C)OC(C)C4)o3)c3cnn(S(=O)(=O)c4ccccc4)c3c2)cc1N, O=S(=O)(Cl)c1ccc(F)cc1F, O, c1ccncc1. The product is COc1ncc(-c2cc(-c3nnc(CN4CC(C)OC(C)C4)o3)c3cnn(S(=O)(=O)c4ccccc4)c3c2)cc1NS(=O)(=O)c1ccc(F)cc1F. As a reaction SMILES: [CH3:13][CH:14]1[O:15][CH:16]([CH3:53])[CH2:17][N:18]([CH2:20][c:21]2[n:22][n:23][c:24](-[c:26]3[c:27]4[cH:28][n:29][n:30]([S:44](=[O:45])(=[O:46])[c:47]5[cH:48][cH:49][cH:50][cH:51][cH:52]5)[c:31]4[cH:32][c:33](-[c:35]4[cH:36][c:37]([NH2:43])[c:38]([O:41][CH3:42])[n:39][cH:40]4)[cH:34]3)[o:25]2)[CH2:19]1.[F:1][c:2]1[c:3]([S:9](=[O:10])(=[O:11])[Cl:12])[cH:4][cH:5][c:6]([F:8])[cH:7]1.[OH2:54].[cH:55]1[cH:56][cH:57][n:58][cH:59][cH:60]1>>[F:1][c:2]1[c:3]([S:9](=[O:10])(=[O:11])[NH:43][c:37]2[cH:36][c:35](-[c:33]3[cH:32][c:31]4[c:27]([c:26](-[c:24]5[n:23][n:22][c:21]([CH2:20][N:18]6[CH2:17][CH:16]([CH3:53])[O:15][CH:14]([CH3:13])[CH2:19]6)[o:25]5)[cH:34]3)[cH:28][n:29][n:30]4[S:44](=[O:45])(=[O:46])[c:47]3[cH:48][cH:49][cH:50][cH:51][cH:52]3)[cH:40][n:39][c:38]2[O:41][CH3:42])[cH:4][cH:5][c:6]([F:8])[cH:7]1. The reactants are N[C@@H]1CC[C@H](CC1)NC(=O)C1=CNC2=C1N=CN=C2C2=C(C=C(C(=C2)F)OC)OCC2CC2 (trans-4-(2-cyclopropylmethoxy-5-fluoro-4-methoxy-phenyl)-5H-pyrrolo[3,2-d]pyrimidine-7-carboxylic acid (4-amino-cyclohexyl)-amide), C(C)(=O)Cl (acetyl chloride). Product: C(C)(=O)N[C@@H]1CC[C@H](CC1)NC(=O)C1=CNC2=C1N=CN=C2C2=C(C=C(C(=C2)F)OC)OCC2CC2 (trans-4-(2-Cyclopropylmethoxy-5-fluoro-4-methoxy-phenyl)-5H-pyrrolo[3,2-d]pyrimidine-7-carboxylic acid (4-acetylamino-cyclohexyl)-amide). RXN SMILES: [NH2:1][C@H:2]1[CH2:7][CH2:6][C@H:5]([NH:8][C:9]([C:11]2[C:15]3[N:16]=[CH:17][N:18]=[C:19]([C:20]4[CH:25]=[C:24]([F:26])[C:23]([O:27][CH3:28])=[CH:22][C:21]=4[O:29][CH2:30][CH:31]4[CH2:33][CH2:32]4)[C:14]=3[NH:13][CH:12]=2)=[O:10])[CH2:4][CH2:3]1.[C:34](Cl)(=[O:36])[CH3:35]>>[C:34]([NH:1][C@H:2]1[CH2:7][CH2:6][C@H:5]([NH:8][C:9]([C:11]2[C:15]3[N:16]=[CH:17][N:18]=[C:19]([C:20]4[CH:25]=[C:24]([F:26])[C:23]([O:27][CH3:28])=[CH:22][C:21]=4[O:29][CH2:30][CH:31]4[CH2:33][CH2:32]4)[C:14]=3[NH:13][CH:12]=2)=[O:10])[CH2:4][CH2:3]1)(=[O:36])[CH3:35]. Procedure details: Starting from trans-4-(2-cyclopropylmethoxy-5-fluoro-4-methoxy-phenyl)-5H-pyrrolo[3,2-d]pyrimidine-7-carboxylic acid (4-amino-cyclohexyl)-amide (example A139) and acetyl chloride the title compound is obtained as colorless solid. Reactants: CO, Cl, CC(C)(C)OC(=O)N1CCc2cn(-c3ccc(N4CCCC4)cc3)nc2CC1, C1COCCO1. Product: c1cc(-n2cc3c(n2)CCNCC3)ccc1N1CCCC1. RXN SMILES: [CH3:36][OH:37].[ClH:29].[N:1]1([c:6]2[cH:7][cH:8][c:9](-[n:12]3[n:13][c:14]4[c:20]([cH:21]3)[CH2:19][CH2:18][N:17]([C:22]([O:23][C:24]([CH3:25])([CH3:26])[CH3:27])=[O:28])[CH2:16][CH2:15]4)[cH:10][cH:11]2)[CH2:2][CH2:3][CH2:4][CH2:5]1.[O:30]1[CH2:31][CH2:32][O:33][CH2:34][CH2:35]1>>[N:1]1([c:6]2[cH:7][cH:8][c:9](-[n:12]3[n:13][c:14]4[c:20]([cH:21]3)[CH2:19][CH2:18][NH:17][CH2:16][CH2:15]4)[cH:10][cH:11]2)[CH2:2][CH2:3][CH2:4][CH2:5]1. Starting materials: IC1=CC=C(C=C1)O (4-Iodophenol), C(C)OC(=O)C=1C=C(C=CC1)B(O)O (3-ethoxycarbonylphenylboronic acid), CH2Cl2 hexanes. Solvent: CO.C(Cl)Cl (MeOH CH2Cl2). Reaction conditions: time 8 hour. The product is OC1=CC=C(C=C1)C1=CC(=CC=C1)C(=O)OCC (ethyl 4′-hydroxy-1,1′-biphenyl-3-carboxylate). Isolated yield 71.0%. RXN SMILES: I[C:2]1[CH:7]=[CH:6][C:5]([OH:8])=[CH:4][CH:3]=1.[CH2:9]([O:11][C:12]([C:14]1[CH:15]=[C:16](B(O)O)[CH:17]=[CH:18][CH:19]=1)=[O:13])[CH3:10]>CO.C(Cl)Cl>[OH:8][C:5]1[CH:6]=[CH:7][C:2]([C:16]2[CH:17]=[CH:18][CH:19]=[C:14]([C:12]([O:11][CH2:9][CH3:10])=[O:13])[CH:15]=2)=[CH:3][CH:4]=1 |f:2.3|. Procedure details: 4-Iodophenol and 3-ethoxycarbonylphenylboronic acid were processed as described in Example 136A, except that the reaction was done overnight at room temperature and the chromatography was conducted twice with 50% CH2Cl2/hexanes followed by a gradient of 0 to 1% MeOH/CH2Cl2 to provide the title compound as a white powder (71% yield). 1HNMR (300 MHz, d6-DMSO) δ 1.34 (t, 3H), 4.34 (q, 2H), 6.89 (d, 2H), 7.50-7.59 (m, 3H), 7.83-7.89 (m, 2H), 8.11 (dd, 1H), 9.62 (s, 1H). The reactants are CS(=O)(=O)OCCF, CN(C)C=O, [H-], [Na+], Oc1ccc2oc3ccccc3c2c1. Yields the product FCCOc1ccc2oc3ccccc3c2c1. Reaction SMILES: [CH3:17][S:18]([O:19][CH2:22][CH2:23][F:24])(=[O:20])=[O:21].[CH3:25][N:26]([CH3:27])[CH:28]=[O:29].[H-:1].[Na+:2].[OH:3][c:4]1[cH:5][cH:6][c:7]2[o:8][c:9]3[cH:10][cH:11][cH:12][cH:13][c:14]3[c:15]2[cH:16]1>>[O:3]([c:4]1[cH:5][cH:6][c:7]2[o:8][c:9]3[cH:10][cH:11][cH:12][cH:13][c:14]3[c:15]2[cH:16]1)[CH2:22][CH2:23][F:24]. RXN SMILES: [CH3:1][c:2]1[cH:3][cH:4][c:5](-[c:8]2[c:9]([C:13](=[O:14])[Cl:15])[cH:10][n:11][o:12]2)[cH:6][cH:7]1.[Cl:32][CH2:33][Cl:34].[NH:16]1[CH2:17][CH2:18][CH:19]([n:22]2[c:23](=[O:31])[nH:24][c:25]3[c:26]2[cH:27][cH:28][cH:29][cH:30]3)[CH2:20][CH2:21]1>>[CH3:1][c:2]1[cH:3][cH:4][c:5](-[c:8]2[c:9]([C:13](=[O:14])[N:16]3[CH2:17][CH2:18][CH:19]([n:22]4[c:23](=[O:31])[nH:24][c:25]5[c:26]4[cH:27][cH:28][cH:29][cH:30]5)[CH2:20][CH2:21]3)[cH:10][n:11][o:12]2)[cH:6][cH:7]1. Yields the product Cc1ccc(-c2oncc2C(=O)N2CCC(n3c(=O)[nH]c4ccccc43)CC2)cc1. Reactants: Cc1ccc(-c2oncc2C(=O)Cl)cc1, ClCCl, O=c1[nH]c2ccccc2n1C1CCNCC1.